Dataset: the Open Reaction Database (ORD), a public repository of structured organic reaction records. Task: describe an organic reaction: reactants, conditions, products, and yield The reactants are C=Cc1cc(OC(C)=O)cc(OC(C)=O)c1, CCOC(C)=O, CCO. The product is CCc1cc(OC(C)=O)cc(OC(C)=O)c1. Reaction SMILES: [C:1]([CH3:2])(=[O:3])[O:4][c:5]1[cH:6][c:7]([CH:8]=[CH2:9])[cH:10][c:11]([O:13][C:14]([CH3:15])=[O:16])[cH:12]1.[CH3:17][CH2:18][O:19][C:20](=[O:21])[CH3:22].[CH3:23][CH2:24][OH:25]>>[C:1]([CH3:2])(=[O:3])[O:4][c:5]1[cH:6][c:7]([CH2:8][CH3:9])[cH:10][c:11]([O:13][C:14]([CH3:15])=[O:16])[cH:12]1. Starting materials: resultant solution, C(C)(=O)C1=CC(=CC=C1)C(C)=O (meta-diacetylbenzene), ice water, BrC1=CC=CC=C1 (bromobenzene), [Mg] (magnesium), resultant mixture. Solvent: C(C)OCC (diethyl ether), C1=CC=CC=C1 (benzene). The product is Grignard reagent, C1(=CC=CC=C1)C(C)(O)C1=CC(=CC=C1)C(C)(C1=CC=CC=C1)O (1,3-di(1-phenyl-1-hydroxyethyl)benzene). Reaction SMILES: Br[C:2]1[CH:7]=[CH:6][CH:5]=[CH:4][CH:3]=1.[Mg].[C:9]([C:12]1[CH:17]=[CH:16][CH:15]=[C:14]([C:18](=[O:20])[CH3:19])[CH:13]=1)(=[O:11])[CH3:10]>C(OCC)C.C1C=CC=CC=1>[C:2]1([C:18]([C:14]2[CH:15]=[CH:16][CH:17]=[C:12]([C:9]([OH:11])([C:2]3[CH:7]=[CH:6][CH:5]=[CH:4][CH:3]=3)[CH3:10])[CH:13]=2)([OH:20])[CH3:19])[CH:7]=[CH:6][CH:5]=[CH:4][CH:3]=1. Procedure: A Grignard reagent was prepared by admixing 0.4 mole of bromobenzene with 0.6 mole of magnesium turnings in 260 milliliters of diethyl ether. After the reaction was complete, the resultant solution was added over a period of twenty minutes to 0.1 mole of meta-diacetylbenzene dissolved in 500 milliliters of benzene. The resultant mixture was refluxed at atmospheric pressure for a period of two hours and the contents of the reaction vessel were then poured into ice water. After agitation, in separ... Product: CNc1ccncc1[N+](=O)[O-]. RXN SMILES: [CH2:4]([O:5][c:7]1[c:8]([N+:13](=[O:14])[O-:15])[cH:9][n:10][cH:11][cH:12]1)[CH3:6].[CH3:16][C:17](=[O:18])[OH:19].[CH3:1][NH2:2].[ClH:3]>>[CH3:1][NH:2][c:7]1[c:8]([N+:13](=[O:14])[O-:15])[cH:9][n:10][cH:11][cH:12]1. The reactants are CCOc1ccncc1[N+](=O)[O-], CC(=O)O, CN, Cl.